describe an organic reaction: reactants, conditions, products, and yield From a dataset of the Open Reaction Database (ORD), a public repository of structured organic reaction records. Starting materials: FC(F)(F)c1ccccc1CBr, CN(C)C=O, [K+], [K+], O=C([O-])[O-], COC(=O)c1sc(-n2cnc3cnccc32)cc1O, COC(=O)c1sc(-n2cnc3ccncc32)cc1O. The product is COC(=O)c1sc(-n2cnc3ccncc32)cc1OCc1ccccc1C(F)(F)F. As a reaction SMILES: [Br:45][CH2:46][c:47]1[c:48]([C:53]([F:54])([F:55])[F:56])[cH:49][cH:50][cH:51][cH:52]1.[CH3:57][N:58]([CH3:59])[CH:60]=[O:61].[K+:39].[K+:40].[O-:41][C:42]([O-:43])=[O:44].[OH:1][c:2]1[cH:3][c:4](-[n:5]2[c:6]3[cH:7][cH:8][n:9][cH:10][c:11]3[n:12][cH:13]2)[s:14][c:15]1[C:16]([O:17][CH3:18])=[O:19].[OH:20][c:21]1[c:22]([C:35](=[O:36])[O:37][CH3:38])[s:23][c:24](-[n:26]2[cH:27][n:28][c:29]3[c:30]2[cH:31][n:32][cH:33][cH:34]3)[cH:25]1>>[O:20]([c:21]1[c:22]([C:35](=[O:36])[O:37][CH3:38])[s:23][c:24](-[n:26]2[cH:27][n:28][c:29]3[c:30]2[cH:31][n:32][cH:33][cH:34]3)[cH:25]1)[CH2:46][c:47]1[c:48]([C:53]([F:54])([F:55])[F:56])[cH:49][cH:50][cH:51][cH:52]1. Starting materials: O1CCOC12CCC(CC2)C2CCC(CC2)C2=C(C(=C(C=C2)OCC)F)F (4-(1,4-dioxaspiro[4.5]dec-8-yl)-1-(4-ethoxy-2,3-difluorophenyl)cyclohexan), O (water), C(CO)O (ethylene glycol), O.C1(=CC=C(C=C1)S(=O)(=O)O)C (p-toluenesulfonic acid monohydrate). Run in C1(=CC=CC=C1)C (toluene). The product is C(C)OC1=C(C(=C(C=C1)C1=CCC(CC1)C1CCC2(OCCO2)CC1)F)F (8-[4-(4-ethoxy-2,3-difluorophenyl)cyclohex-3-enyl]-1,4-dioxaspiro[4.5]decane). Reaction SMILES: [O:1]1[C:5]2([CH2:10][CH2:9][CH:8]([CH:11]3[CH2:16][CH2:15][CH:14]([C:17]4[CH:22]=[CH:21][C:20]([O:23][CH2:24][CH3:25])=[C:19]([F:26])[C:18]=4[F:27])[CH2:13][CH2:12]3)[CH2:7][CH2:6]2)[O:4][CH2:3][CH2:2]1.O.C(O)CO.O.C1(C)C=CC(S(O)(=O)=O)=CC=1>C1(C)C=CC=CC=1>[CH2:24]([O:23][C:20]1[CH:21]=[CH:22][C:17]([C:14]2[CH2:15][CH2:16][CH:11]([CH:8]3[CH2:9][CH2:10][C:5]4([O:1][CH2:2][CH2:3][O:4]4)[CH2:6][CH2:7]3)[CH2:12][CH:13]=2)=[C:18]([F:27])[C:19]=1[F:26])[CH3:25] |f:3.4|. Procedure details: 250 g of crude 4-(1,4-dioxaspiro[4.5]dec-8-yl)-1-(4-ethoxy-2,3-difluorophenyl)cyclohexan in 1000 ml of toluene are heated on a water separator for 3 h together with 80.0 ml (1.43 mol) of ethylene glycol with addition of 12.0 g (0.06 mol) of p-toluenesulfonic acid monohydrate. After cooling, the batch is washed successively with water, sat. sodium hydrogencarbonate solution and sat. sodium chloride solution. The solution is dried using sodium sulfate and concentrated to dryness. The crude product... RXN SMILES: [C:1]([O:5][C:6](=[O:31])[C@@H:7]([N:17]=C(C1C=CC=CC=1)C1C=CC=CC=1)[CH2:8][C:9]1[CH:14]=[CH:13][C:12]([F:15])=[C:11]([Br:16])[CH:10]=1)([CH3:4])([CH3:3])[CH3:2].C(O)(=O)CC(CC(O)=O)(C(O)=O)O>C1COCC1.O>[C:1]([O:5][C:6](=[O:31])[C@@H:7]([NH2:17])[CH2:8][C:9]1[CH:14]=[CH:13][C:12]([F:15])=[C:11]([Br:16])[CH:10]=1)([CH3:4])([CH3:2])[CH3:3]. Isolated yield 124.8%. Procedure details: A solution of (S)-2-(benzhydrylidene-amino)-3-(3-bromo-4-fluoro-phenyl)-propionic acid tert-butyl ester (300 mg, 0.622 mmol) in THF (3 mL) was treated with 10% citric acid (3 mL). The mixture was stirred overnight, diluted with water, and extracted with Et2O (2×). The aqueous layer was basified to pH=10 with satd. aq. K2CO3 and extracted with EtOAc (3×). The combined organic layers were dried (MgSO4) and concentrated to give the title compound (247 mg, 64%). MS (ESI+): mass calcd. for C13H17BrFN... Yields the product C(C)(C)(C)OC([C@H](CC1=CC(=C(C=C1)F)Br)N)=O ((S)-2-Amino-3-(3-bromo-4-fluoro-phenyl)-propionic acid tert-butyl ester). The reactants are C(C)(C)(C)OC([C@H](CC1=CC(=C(C=C1)F)Br)N=C(C1=CC=CC=C1)C1=CC=CC=C1)=O ((S)-2-(benzhydrylidene-amino)-3-(3-bromo-4-fluoro-phenyl)-propionic acid tert-butyl ester), C(CC(O)(C(=O)O)CC(=O)O)(=O)O (citric acid). Run at time 8 hour. The solvent is O (water), C1CCOC1 (THF). Starting materials: CC(C)(C)OC(=O)N1CC(O)C1, C1CCOC1, COc1cc([N+](=O)[O-])ccc1F, O. Product: COc1cc([N+](=O)[O-])ccc1OC1CN(C(=O)OC(C)(C)C)C1. As a reaction SMILES: [C:13]([CH3:14])([CH3:15])([CH3:16])[O:17][C:18](=[O:19])[N:20]1[CH2:21][CH:22]([OH:24])[CH2:23]1.[CH2:25]1[O:26][CH2:27][CH2:28][CH2:29]1.[F:1][c:2]1[c:3]([O:11][CH3:12])[cH:4][c:5]([N+:8](=[O:9])[O-:10])[cH:6][cH:7]1.[OH2:30]>>[c:2]1([O:24][CH:22]2[CH2:21][N:20]([C:18]([O:17][C:13]([CH3:14])([CH3:15])[CH3:16])=[O:19])[CH2:23]2)[c:3]([O:11][CH3:12])[cH:4][c:5]([N+:8](=[O:9])[O-:10])[cH:6][cH:7]1. The reactants are C[SiH2]O[Si](C)(C)C (tetramethyldisiloxane), C1(=CC=CC=C1)C (toluene), C=CC (propylene). Reagents/catalysts: C1=CC=C(C=C1)P(C2=CC=CC=C2)C3=CC=CC=C3.C1=CC=C(C=C1)P(C2=CC=CC=C2)C3=CC=CC=C3.C1=CC=C(C=C1)P(C2=CC=CC=C2)C3=CC=CC=C3.[Cl-].[Rh] (Wilkinson's catalyst). Run at temperature 50 celsius. The product is C(CC)[Si](O[SiH](C)C)(C)C (1-propyl-1,1,3,3-tetramethyldisiloxane). Reaction SMILES: [CH3:1][SiH2:2][O:3][Si:4]([CH3:7])([CH3:6])[CH3:5].[CH2:8]=[CH:9]C.[C:11]1(C)C=CC=CC=1>C1C=CC(P(C2C=CC=CC=2)C2C=CC=CC=2)=CC=1.C1C=CC(P(C2C=CC=CC=2)C2C=CC=CC=2)=CC=1.C1C=CC(P(C2C=CC=CC=2)C2C=CC=CC=2)=CC=1.[Cl-].[Rh]>[CH2:5]([Si:4]([CH3:7])([CH3:6])[O:3][SiH:2]([CH3:11])[CH3:1])[CH2:8][CH3:9] |f:3.4.5.6.7|. Procedure: An 80 mL Fischer-Porter high pressure bottle was charged with tetramethyldisiloxane (10.0 g), toluene (10.0 g) and Wilkinson's catalyst ((PPh3)3RhCl, 40 ppm), stirred and brought to 50° C. The bottle was attached to a manifold and pressurized with propylene (40 psig) and maintained at 50° C. for 2 h. The pressure was vented, and the reaction was sampled for GC analysis; found M′MR product and MRMR byproduct (40:60). The resulting mixture of materials was used without further purification, yield ...